From a dataset of the Open Reaction Database (ORD), a public repository of structured organic reaction records. describe an organic reaction: reactants, conditions, products, and yield Starting materials: ClC1=CC=CC=2CC3=C(C(N(C3)[C@H](C(=O)O)CC3CCCCC3)=O)OC12 ((S)-2-(5-chloro-3-oxo-3,9-dihydro-1H-chromeno[2,3-c]pyrrol-2-yl)-3-cyclohexyl-propionic acid), NC1=NC=CC=C1 (2-aminopyridine), N-ethyl-N-dimethyaminopropyl carbodiimide hydrochloride, ON1N=NC2=C1C=CC=C2 (N-hydroxybenzotriazole). The solvent is C(Cl)Cl (methylene chloride), O (water). Product: ClC1=CC=CC=2CC3=C(C(N(C3)[C@H](C(=O)NC3=NC=CC=C3)CC3CCCCC3)=O)OC12 ((S)-2-(5-chloro-3-oxo-3,9-dihydro-1H-chromeno[2,3-c]pyrrol-2-yl)-3-cyclohexyl-N-pyridin-2-ylpropionamide). Yield: 29.5%. Reaction SMILES: [Cl:1][C:2]1[C:26]2[O:25][C:9]3[C:10](=[O:24])[N:11]([C@@H:13]([CH2:17][CH:18]4[CH2:23][CH2:22][CH2:21][CH2:20][CH2:19]4)[C:14](O)=[O:15])[CH2:12][C:8]=3[CH2:7][C:6]=2[CH:5]=[CH:4][CH:3]=1.[NH2:27][C:28]1[CH:33]=[CH:32][CH:31]=[CH:30][N:29]=1.ON1C2C=CC=CC=2N=N1>C(Cl)Cl.O>[Cl:1][C:2]1[C:26]2[O:25][C:9]3[C:10](=[O:24])[N:11]([C@@H:13]([CH2:17][CH:18]4[CH2:23][CH2:22][CH2:21][CH2:20][CH2:19]4)[C:14]([NH:27][C:28]4[CH:33]=[CH:32][CH:31]=[CH:30][N:29]=4)=[O:15])[CH2:12][C:8]=3[CH2:7][C:6]=2[CH:5]=[CH:4][CH:3]=1. Reported procedure: A solution of (S)-2-(5-chloro-3-oxo-3,9-dihydro-1H-chromeno[2,3-c]pyrrol-2-yl)-3-cyclohexyl-propionic acid (100 mg, 0.27 mmol), commercially available 2-aminopyridine (30 mg, 0.31 mmol), N-ethyl-N-dimethyaminopropyl carbodiimide hydrochloride (EDCI. HCl) (40 mg, 0.29 mmol), and N-hydroxybenzotriazole (HOBt) (56 mg, 0.29 mmol) in methylene chloride (5 mL) was stirred for 16 hours at 25° C. The reaction mixture was diluted with water and extracted with ethyl acetate (3×). The combined organic laye... The reactants are C[C@H](C=O)CN1CCN(CC1)C1=CC=C(C=C1)C(F)(F)F ((S)-2-methyl-3-[4-(4-trifluoromethyl-phenyl)-piperazin-1-yl]-propionaldehyde), Cl(=O)[O-].[Na+] (Sodium chlorite), P(=O)(O)(O)[O-].[Na+] (sodium dihydrogenphosphate), CC(=C)CC (2-methyl-butene). Solvent: C(C)(C)(C)O (tert-butanol), O (water). Yields the product C[C@H](C(=O)O)CN1CCN(CC1)C1=CC=C(C=C1)C(F)(F)F ((S)-2-methyl-3-[4-(4-trifluoromethyl-phenyl)-piperazin-1-yl]-propionic acid). As a reaction SMILES: [CH3:1][C@@H:2]([CH2:5][N:6]1[CH2:11][CH2:10][N:9]([C:12]2[CH:17]=[CH:16][C:15]([C:18]([F:21])([F:20])[F:19])=[CH:14][CH:13]=2)[CH2:8][CH2:7]1)[CH:3]=[O:4].P([O-])(O)(O)=[O:23].[Na+].CC(CC)=C.Cl([O-])=O.[Na+]>C(O)(C)(C)C.O>[CH3:1][C@@H:2]([CH2:5][N:6]1[CH2:11][CH2:10][N:9]([C:12]2[CH:17]=[CH:16][C:15]([C:18]([F:19])([F:21])[F:20])=[CH:14][CH:13]=2)[CH2:8][CH2:7]1)[C:3]([OH:23])=[O:4] |f:1.2,4.5|. Procedure: (S)-2-Methyl-3-[4-(4-trifluoromethyl-phenyl)-piperazin-1-yl]-propionaldehyde (1.99 g; 6.6 mmol, prepared in accordance with Example 66) is suspended in a mixture of tert-butanol (48 mL) and water (12 mL); sodium dihydrogenphosphate (1.59 g; 13.3 mmol) and 2-methyl-butene (13.94 g; 199 mmol) are added and the resulting mixture is stirred until a solution is obtained. Sodium chlorite (1.12 g; 9.9 mmol) is added and the reaction is stirred at room temperature for one hour. The precipitate formed is...